The task is: describe an organic reaction: reactants, conditions, products, and yield. This data is from the Open Reaction Database (ORD), a public repository of structured organic reaction records. Reported procedure: To 2 ml of dry dimethylformamide is added 340 mg (1.33 mmole) of 3-amino-5-(3-amino-5-dimethylamino-6-chloropyrazin-2-yl)-1,2,4-oxadiazole. The resulting yellow solution is treated with 4 ml (64.3 mmole) of iodomethane. The homogeneous reaction mixture is protected from moisture (CaCl2) and allowed to stand at 40° C. overnight. The reaction mixture is cooled to room temperature and filtered to collect the solid which precipitated during the course of the reaction. The solid is washed with ether ... Run at time 8 hour. Run in CN(C=O)C (dimethylformamide). As a reaction SMILES: [NH2:1][C:2]1[N:6]=[C:5]([C:7]2[C:12]([NH2:13])=[N:11][C:10]([N:14]([CH3:16])[CH3:15])=[C:9]([Cl:17])[N:8]=2)[O:4][N:3]=1.[I:18][CH3:19].[Cl-].[Cl-].[Ca+2]>CN(C)C=O>[I-:18].[CH3:19][N+:3]1[O:4][C:5]([C:7]2[C:12]([NH2:13])=[N:11][C:10]([N:14]([CH3:15])[CH3:16])=[C:9]([Cl:17])[N:8]=2)=[N:6][C:2]=1[NH2:1] |f:2.3.4,6.7|. The reactants are ( 88T ), IC (iodomethane), [Cl-].[Cl-].[Ca+2] (CaCl2), NC1=NOC(=N1)C1=NC(=C(N=C1N)N(C)C)Cl (3-amino-5-(3-amino-5-dimethylamino-6-chloropyrazin-2-yl)-1,2,4-oxadiazole). Yields the product [I-].C[N+]=1OC(=NC1N)C1=NC(=C(N=C1N)N(C)C)Cl (2-Methyl-3-amino-5-(3-amino-5-dimethylamino-6-chloropyrazin-2-yl)-1,2,4-oxadiazolium iodide). Starting materials: CC(=O)Nc1ccc(C(=O)CCl)cc1, CC(C)N, C1COCCO1, O. Product: CC(=O)Nc1ccc(C(=O)CNC(C)C)cc1. RXN SMILES: [C:1]([CH3:2])(=[O:3])[NH:4][c:5]1[cH:6][cH:7][c:8]([C:9]([CH2:10][Cl:11])=[O:12])[cH:13][cH:14]1.[CH3:21][CH:22]([CH3:23])[NH2:24].[O:15]1[CH2:16][CH2:17][O:18][CH2:19][CH2:20]1.[OH2:25]>>[C:1]([CH3:2])(=[O:3])[NH:4][c:5]1[cH:6][cH:7][c:8]([C:9]([CH2:10][NH:24][CH:22]([CH3:21])[CH3:23])=[O:12])[cH:13][cH:14]1. The reactants are Fc1ncccc1Br, C1CCOC1, CC(C)[Mg+], [Cl-], O=C1CCOCC1. Yields the product OC1(c2cccnc2F)CCOCC1. RXN SMILES: [Br:1][c:2]1[c:3]([F:8])[n:4][cH:5][cH:6][cH:7]1.[CH2:21]1[O:22][CH2:23][CH2:24][CH2:25]1.[CH:10]([Mg+:11])([CH3:12])[CH3:13].[Cl-:9].[O:14]1[CH2:15][CH2:16][C:17](=[O:20])[CH2:18][CH2:19]1>>[c:2]1([C:17]2([OH:20])[CH2:16][CH2:15][O:14][CH2:19][CH2:18]2)[c:3]([F:8])[n:4][cH:5][cH:6][cH:7]1. Starting materials: N1=CC=C(C=C1)C=1C(NC2=CC=CC=C2C1)=O (3-(4-pyridinyl)-2(1H)-quinolone), C(C)O (ethanol), Cl (hydrochloric acid). The reagents and catalysts are [Pt](=O)=O (platinum (IV) oxide). Run at time 4 hour. Yields the product Cl.N1CCC(CC1)C1C(NC2=CC=CC=C2C1)=O (3,4-dihydro-3-(4-piperidinyl)-2(1H)quinolone-hydrochloride). As a reaction SMILES: [N:1]1[CH:6]=[CH:5][C:4]([C:7]2[C:8](=[O:17])[NH:9][C:10]3[C:15]([CH:16]=2)=[CH:14][CH:13]=[CH:12][CH:11]=3)=[CH:3][CH:2]=1.C(O)C.[ClH:21]>[Pt](=O)=O>[ClH:21].[NH:1]1[CH2:2][CH2:3][CH:4]([CH:7]2[CH2:16][C:15]3[C:10](=[CH:11][CH:12]=[CH:13][CH:14]=3)[NH:9][C:8]2=[O:17])[CH2:5][CH2:6]1 |f:4.5|. Reported procedure: A mixture of 1.1 g (4.949 mmol) of 3-(4-pyridinyl)-2(1H)-quinolone (D. R. Bragg and D. G. Wibberley, J. Chem. Soc. 1961, 5074-5077), 100 ml of ethanol, 5 ml (5 mmol) of iN hydrochloric acid and 0.2 g platinum (IV) oxide was hydrogenated for 4 hours at room temperature. The catalyst was filtered off, the filtrate evaporated down in vacuo and the residue was triturated with isopropanol. The precipitated crystals were suction filtered, washed with isopropanol and diethylether and dried in vacuo. Yi... Reactants: CNC, CC(C)(C=O)CO, CO, Cc1cccc(C)c1O, [H][H], O. The product is Cc1cc(CC(C)(C)CO)cc(C)c1O. Reaction SMILES: [CH3:17][NH:18][CH3:19].[CH3:1][C:2]([CH:3]=[O:4])([CH2:5][OH:6])[CH3:7].[CH3:22][OH:23].[CH3:8][c:9]1[c:10]([OH:16])[c:11]([CH3:15])[cH:12][cH:13][cH:14]1.[H:20][H:21].[OH2:24]>>[CH3:1][C:2]([CH2:3][c:13]1[cH:12][c:11]([CH3:15])[c:10]([OH:16])[c:9]([CH3:8])[cH:14]1)([CH2:5][OH:6])[CH3:7]. Starting materials: C([O-])(O)=O.[Na+] (sodium bicarbonate), CC1CCC(O1)=O (5-methyl-dihydro-furan-2-one), [Al+3].[Cl-].[Cl-].[Cl-] (AlCl3), Cl.O(C)N (methoxylamine hydrochloride). The solvent is ClCCl (dichloromethane), ClCCl (dichloromethane). Run at temperature 0 celsius, time 1.5 hour. Product: CON(C(CCC(C)O)=O)C (4-hydroxy-pentanoic acid methoxy-methyl-amide). RXN SMILES: [CH3:1][CH:2]1[O:6][C:5](=[O:7])[CH2:4][CH2:3]1.[Al+3].[Cl-].[Cl-].[Cl-].Cl.[O:13]([NH2:15])[CH3:14].[C:16](=O)(O)[O-].[Na+]>ClCCl>[CH3:14][O:13][N:15]([CH3:16])[C:5](=[O:7])[CH2:4][CH2:3][CH:2]([OH:6])[CH3:1] |f:1.2.3.4,5.6,7.8|. Reported procedure: To a solution of 5-methyl-dihydro-furan-2-one (0.2 m L, 2.1 m mol) in dichloromethane (10 mL) was added a mixture of AlCl3 (3.1 mL, 6.2 mmol) and methoxylamine hydrochloride (0.6 g, 6.2 mmol) in dichloromethane (20 mL). After 1.5 hours, the reaction was cooled to 0° C. and a saturated sodium bicarbonate solution (10 mL) was added slowly. Extraction and concentration afforded 4-hydroxy-pentanoic acid methoxy-methyl-amide as a clear oil (184 mg). Reactants: O=C(O)NC1CN(C(=O)NS(=O)(=O)NNC(=O)N2CCN(NC(=O)c3cc(=O)c(O)c[nH]3)C2=O)C1=O, O=C(O)C(F)(F)F, CSc1ccccc1. Product: NC1CN(C(=O)NS(=O)(=O)NNC(=O)N2CCN(NC(=O)c3cc(=O)c(O)c[nH]3)C2=O)C1=O. Reaction SMILES: [OH:1][c:2]1[c:3](=[O:36])[cH:4][c:5]([C:8](=[O:9])[NH:10][N:11]2[C:12](=[O:35])[N:13]([C:16](=[O:17])[NH:18][NH:19][S:20](=[O:21])(=[O:22])[NH:23][C:24](=[O:25])[N:26]3[C:27](=[O:34])[CH:28]([NH:30][C:31](=[O:32])[OH:33])[CH2:29]3)[CH2:14][CH2:15]2)[nH:6][cH:7]1.[OH:45][C:46]([C:47]([F:48])([F:49])[F:50])=[O:51].[c:37]1([S:38][CH3:39])[cH:40][cH:41][cH:42][cH:43][cH:44]1>>[OH:1][c:2]1[c:3](=[O:36])[cH:4][c:5]([C:8](=[O:9])[NH:10][N:11]2[C:12](=[O:35])[N:13]([C:16](=[O:17])[NH:18][NH:19][S:20](=[O:21])(=[O:22])[NH:23][C:24](=[O:25])[N:26]3[C:27](=[O:34])[CH:28]([NH2:30])[CH2:29]3)[CH2:14][CH2:15]2)[nH:6][cH:7]1.